This data is from the Open Reaction Database (ORD), a public repository of structured organic reaction records. The task is: describe an organic reaction: reactants, conditions, products, and yield The reactants are COC(=O)C1=CC2=CC=C(C=C2C=C1)OC1CCC2(CCCC2)CC1 (6-(Spiro[4.5]dec-8-yloxy)-naphthalene-2-carboxylic acid methyl ester), O1CCCC1 (tetrahydrofuran), O1CCCC1 (tetrahydrofuran). Run in [AlH4-].[Li+] (lithium tetrahydroaluminate). Reaction conditions: time 2 hour. Yields the product C1CCCC12CCC(CC2)OC=2C=C1C=CC(=CC1=CC2)CO ((6-(spiro[4.5]-decan-8-yloxy)naphthalen-2-yl)methanol). Yield: 89.9%. As a reaction SMILES: C[O:2][C:3]([C:5]1[CH:14]=[CH:13][C:12]2[C:7](=[CH:8][CH:9]=[C:10]([O:15][CH:16]3[CH2:25][CH2:24][C:19]4([CH2:23][CH2:22][CH2:21][CH2:20]4)[CH2:18][CH2:17]3)[CH:11]=2)[CH:6]=1)=O.O1CCCC1>[AlH4-].[Li+]>[CH2:20]1[C:19]2([CH2:24][CH2:25][CH:16]([O:15][C:10]3[CH:11]=[C:12]4[C:7](=[CH:8][CH:9]=3)[CH:6]=[C:5]([CH2:3][OH:2])[CH:14]=[CH:13]4)[CH2:17][CH2:18]2)[CH2:23][CH2:22][CH2:21]1 |f:2.3|. Procedure: 6-(Spiro[4.5]dec-8-yloxy)-naphthalene-2-carboxylic acid methyl ester (0.312 g, 0.000922 mol) in tetrahydrofuran (9 mL, 0.1 mol) and 1.0 M of lithium tetrahydroaluminate in tetrahydrofuran (2.76 mL, 0.00276 mol) was added at 0° C. After stirring at rt for 2 h, quench with EtOAc, then Rochele's salt was added and stirred at rt for 1 h. Extraction with EtOAc, c/c give the product as a white solid (257.2 mg, 90%). LCMS Rt=2.21 min m/z=293.30 ([M−17], 100%).